Task: describe an organic reaction: reactants, conditions, products, and yield. Dataset: the Open Reaction Database (ORD), a public repository of structured organic reaction records Reactants: C(C)(=O)OCC (ethyl acetate), FC1=CC(=C(C=C1)C1NCCC(C1)(OC)OC)C (2-(4-fluoro-2-methylphenyl)-4,4-dimethoxypiperidine), L-N-acetylvaline. Run in CO (methanol). Reaction conditions: time 3.5 hour. Yields the product FC1=CC(=C(C=C1)[C@@H]1NCCC(C1)(OC)OC)C ((2R)-2-(4-fluoro-2-methylphenyl)-4,4-dimethoxypiperidine). Yield: 29.1%. Reaction SMILES: C(OCC)(=O)C.[F:7][C:8]1[CH:13]=[CH:12][C:11]([CH:14]2[CH2:19][C:18]([O:22][CH3:23])([O:20][CH3:21])[CH2:17][CH2:16][NH:15]2)=[C:10]([CH3:24])[CH:9]=1>CO>[F:7][C:8]1[CH:13]=[CH:12][C:11]([C@H:14]2[CH2:19][C:18]([O:22][CH3:23])([O:20][CH3:21])[CH2:17][CH2:16][NH:15]2)=[C:10]([CH3:24])[CH:9]=1. Procedure details: To 130 ml of ethyl acetate suspension of 10.1 g of 2-(4-fluoro-2-methylphenyl)-4,4-dimethoxypiperidine and 3.18 g of L-N-acetylvaline was added 35 ml of methanol, and the mixture was heated to dissolve, and then, cooled down at room temperature. After 3.5 hours, precipitated crystals were collected by filtration, and washed with 20 ml of ethyl acetate. The obtained crystals were dried under reduced pressure. Subsequently, 50 ml of chloroform was added thereto, and the mixture was washed with 30 ...